Dataset: the Open Reaction Database (ORD), a public repository of structured organic reaction records. Task: describe an organic reaction: reactants, conditions, products, and yield The reactants are Cl (hydrochloride), NC1=C(C=C(C=C1C#N)C(CNC1CCCC1)=O)Cl (4'-amino-3'-chloro-5'-cyano-2-cyclopentylamino-acetophenone). The product is NC1=C(C=C(C=C1C#N)C(CNC1CCCC1)O)Cl (1-(4'-Amino-3'-chloro-5'-cyano-phenyl)-2-cyclopentylamino-ethanol). As a reaction SMILES: Cl.[NH2:2][C:3]1[C:8]([C:9]#[N:10])=[CH:7][C:6]([C:11](=[O:19])[CH2:12][NH:13][CH:14]2[CH2:18][CH2:17][CH2:16][CH2:15]2)=[CH:5][C:4]=1[Cl:20]>>[NH2:2][C:3]1[C:8]([C:9]#[N:10])=[CH:7][C:6]([CH:11]([OH:19])[CH2:12][NH:13][CH:14]2[CH2:15][CH2:16][CH2:17][CH2:18]2)=[CH:5][C:4]=1[Cl:20]. Procedure: m.p. of the hydrochloride: 138°-144° C., was prepared from 4'-amino-3'-chloro-5'-cyano-2-cyclopentylamino-acetophenone analogous to Example 48. The reactants are O=C(n1ccnc1)n1ccnc1, ClCCl, COC(=O)c1ccc(Cn2cnc3ccc(N)cc32)c(OC)c1, CCC(C(=O)O)c1ccccc1. As a reaction SMILES: [C:1]([n:2]1[cH:3][cH:4][n:5][cH:6]1)([n:7]1[cH:8][cH:9][n:10][cH:11]1)=[O:12].[Cl:48][CH2:49][Cl:50].[NH2:25][c:26]1[cH:27][cH:28][c:29]2[c:30]([n:31]([CH2:34][c:35]3[c:36]([O:45][CH3:46])[cH:37][c:38]([C:39](=[O:40])[O:41][CH3:42])[cH:43][cH:44]3)[cH:32][n:33]2)[cH:47]1.[c:13]1([CH:19]([C:20](=[O:21])[OH:22])[CH2:23][CH3:24])[cH:14][cH:15][cH:16][cH:17][cH:18]1>>[c:13]1([CH:19]([C:20](=[O:22])[NH:25][c:26]2[cH:27][cH:28][c:29]3[c:30]([n:31]([CH2:34][c:35]4[c:36]([O:45][CH3:46])[cH:37][c:38]([C:39](=[O:40])[O:41][CH3:42])[cH:43][cH:44]4)[cH:32][n:33]3)[cH:47]2)[CH2:23][CH3:24])[cH:14][cH:15][cH:16][cH:17][cH:18]1. Product: CCC(C(=O)Nc1ccc2ncn(Cc3ccc(C(=O)OC)cc3OC)c2c1)c1ccccc1. Starting materials: BrC1=C(C(=O)O)C=CC=C1 (2-bromobenzoic acid), C(CCC)[Li] (n-butyl lithium), C(C1=CC=2OCOC2C=C1)(=O)Cl (piperonylic acid chloride). The solvent is C1CCOC1 (THF), C1CCOC1 (THF). Conditions: temperature -100 celsius, time 1 hour. The product is C1OC=2C=C(C(=O)C3=C(C(=O)O)C=CC=C3)C=CC2O1 (2-(3,4-Methylenedioxybenzoyl)benzoic acid). The yield is 27.8%. RXN SMILES: Br[C:2]1[CH:10]=[CH:9][CH:8]=[CH:7][C:3]=1[C:4]([OH:6])=[O:5].C([Li])CCC.[C:16](Cl)(=[O:26])[C:17]1[CH:25]=[CH:24][C:23]2[O:22][CH2:21][O:20][C:19]=2[CH:18]=1>C1COCC1>[CH2:21]1[O:22][C:23]2[CH:24]=[CH:25][C:17]([C:16]([C:2]3[CH:10]=[CH:9][CH:8]=[CH:7][C:3]=3[C:4]([OH:6])=[O:5])=[O:26])=[CH:18][C:19]=2[O:20]1. Procedure: To a solution of 2-bromobenzoic acid (12 g, 0.06 mol) in THF (200 ml) at -100° C. under an argon atmosphere was added dropwise n-butyl lithium (50 ml of 2.5M solution in hexanes, 0.125 mol), maintaining the temperature below -90° C. Upon completion of the addition, the resulting solution was stirred at -100° C. for 1 h, at which time was added slowly a solution of piperonylic acid chloride (11 g, 0.06 mol) in THF (50 ml), maintaining the temperature below -90° C. The resulting mixture was allowe... Reactants: ClCCCl, ClCCl, CCN(CC)S(=O)(=O)c1ccc(N)cc1, On1nnc2ccccc21, O=C(O)C(c1ccccc1)c1ccccc1. Yields the product CCN(CC)S(=O)(=O)c1ccc(NC(=O)C(c2ccccc2)c2ccccc2)cc1. As a reaction SMILES: [CH2:42]([Cl:43])[CH2:44][Cl:45].[Cl:46][CH2:47][Cl:48].[NH2:17][c:18]1[cH:19][cH:20][c:21]([S:24](=[O:25])(=[O:26])[N:27]([CH2:28][CH3:29])[CH2:30][CH3:31])[cH:22][cH:23]1.[OH:32][n:33]1[c:34]2[c:35]([cH:36][cH:37][cH:38][cH:39]2)[n:40][n:41]1.[c:1]1([CH:7]([C:8](=[O:9])[OH:10])[c:11]2[cH:12][cH:13][cH:14][cH:15][cH:16]2)[cH:2][cH:3][cH:4][cH:5][cH:6]1>>[c:1]1([CH:7]([C:8](=[O:10])[NH:17][c:18]2[cH:19][cH:20][c:21]([S:24](=[O:25])(=[O:26])[N:27]([CH2:28][CH3:29])[CH2:30][CH3:31])[cH:22][cH:23]2)[c:11]2[cH:12][cH:13][cH:14][cH:15][cH:16]2)[cH:2][cH:3][cH:4][cH:5][cH:6]1. The reactants are CO, CCO, CC(=CC=C(c1ccc(Cl)cc1)C1CC1)c1ccc(F)c(Oc2ccccc2)c1, [Mg]. Yields the product CC(C=CC(c1ccc(Cl)cc1)C1CC1)c1ccc(F)c(Oc2ccccc2)c1. RXN SMILES: [CH3:31][OH:32].[CH3:33][CH2:34][OH:35].[CH:1]1([C:4](=[CH:5][CH:6]=[C:7]([CH3:8])[c:9]2[cH:10][c:11]([O:16][c:17]3[cH:18][cH:19][cH:20][cH:21][cH:22]3)[c:12]([F:15])[cH:13][cH:14]2)[c:23]2[cH:24][cH:25][c:26]([Cl:29])[cH:27][cH:28]2)[CH2:2][CH2:3]1.[Mg:30]>>[CH:1]1([CH:4]([CH:5]=[CH:6][CH:7]([CH3:8])[c:9]2[cH:10][c:11]([O:16][c:17]3[cH:18][cH:19][cH:20][cH:21][cH:22]3)[c:12]([F:15])[cH:13][cH:14]2)[c:23]2[cH:24][cH:25][c:26]([Cl:29])[cH:27][cH:28]2)[CH2:2][CH2:3]1. The reactants are C(C1=CC=CC=C1)OC(=O)NC=1C=CC(=C(C1)F)N1C(=NC=C1)C (5-Benzyloxycarbonylamino-2-(2-methylimidazol-1-yl)fluorobenzene), C([C@H]1CO1)OC(CCC)=O ((R)glycidylbutyrate), C([O-])(O)=O.[Na+] (sodium bicarbonate), C(CCC)[Li] (n-butyllithium). The solvent is O1CCCC1 (tetrahydrofuran), CN1C(N(CCC1)C)=O (1,3-dimethyl-2,4,5,6-tetrahydro-2(1H)-pyrimidinone), O1CCCC1 (tetrahydrofuran), C(C)(=O)OCC (ethyl acetate). Run at time 30 minute. Product: FC=1C=C(C=CC1N1C(=NC=C1)C)N1C(O[C@H](C1)CO)=O (3-(3-Fluoro-4-(2-methylimidazol-1-yl)phenyl)-5(R)-hydroxymethyloxazolidin-2-one). Yield: 44.5%. RXN SMILES: C(O[C:9]([NH:11][C:12]1[CH:13]=[CH:14][C:15]([N:19]2[CH:23]=[CH:22][N:21]=[C:20]2[CH3:24])=[C:16]([F:18])[CH:17]=1)=O)C1C=CC=CC=1.C([Li])CCC.[CH2:30]([O:34][C:35](=[O:39])CCC)[C@@H:31]1[O:33]C1.C(=O)(O)[O-].[Na+]>O1CCCC1.CN1CCCN(C)C1=O.C(OCC)(=O)C>[F:18][C:16]1[CH:17]=[C:12]([N:11]2[CH2:9][C@H:30]([CH2:31][OH:33])[O:34][C:35]2=[O:39])[CH:13]=[CH:14][C:15]=1[N:19]1[CH:23]=[CH:22][N:21]=[C:20]1[CH3:24] |f:3.4|. Procedure details: 5-Benzyloxycarbonylamino-2-(2-methylimidazol-1-yl)fluorobenzene (54 g, 0.166 M) was dissolved in a mixture of dry tetrahydrofuran (600 ml) and 1,3-dimethyl-2,4,5,6-tetrahydro-2(1H)-pyrimidinone (100 ml) under nitrogen, cooled to −70°, and treated with a solution of n-butyllithium (1.6 M in isohexane, 114 ml), over 30 minutes. After stirring for 30 minutes at −70°, a solution of (R)glycidylbutyrate (26.35 g, 0.183 M) in dry tetrahydrofuran (50 ml) was added over 15 minutes. Stirring was continued...